This data is from the Open Reaction Database (ORD), a public repository of structured organic reaction records. The task is: describe an organic reaction: reactants, conditions, products, and yield The reactants are ClCCCl, CCOC(C)=O, COc1cc(C=C(CCCCl)C(=O)O)ccc1-n1cnc(C)c1, O=C(O)C(F)(F)F, CC(C)(N)c1ccc(F)c(F)c1, CN(C)C=O, O, On1nnc2ccccc21. Yields the product COc1cc(C=C(CCCCl)C(=O)NC(C)(C)c2ccc(F)c(F)c2)ccc1-n1cnc(C)c1. RXN SMILES: [CH2:1]([Cl:2])[CH2:3][Cl:4].[CH3:62][CH2:63][O:64][C:65](=[O:66])[CH3:67].[Cl:22][CH2:23][CH2:24][CH2:25][C:26]([C:27](=[O:28])[OH:29])=[CH:30][c:31]1[cH:32][c:33]([O:43][CH3:44])[c:34](-[n:37]2[cH:38][n:39][c:40]([CH3:42])[cH:41]2)[cH:35][cH:36]1.[F:15][C:16]([F:17])([F:18])[C:19]([OH:20])=[O:21].[F:45][c:46]1[cH:47][c:48]([C:53]([CH3:54])([CH3:55])[NH2:56])[cH:49][cH:50][c:51]1[F:52].[O:57]=[CH:58][N:59]([CH3:60])[CH3:61].[OH2:68].[OH:5][n:6]1[c:7]2[c:8]([cH:9][cH:10][cH:11][cH:12]2)[n:13][n:14]1>>[Cl:22][CH2:23][CH2:24][CH2:25][C:26]([C:27](=[O:29])[NH:56][C:53]([c:48]1[cH:47][c:46]([F:45])[c:51]([F:52])[cH:50][cH:49]1)([CH3:54])[CH3:55])=[CH:30][c:31]1[cH:32][c:33]([O:43][CH3:44])[c:34](-[n:37]2[cH:38][n:39][c:40]([CH3:42])[cH:41]2)[cH:35][cH:36]1. Reactants: [OH-].[Na+] (sodium hydroxide), NC1=CC=CC=C1 (aniline), C(C)(=O)O[BH-](OC(C)=O)OC(C)=O.[Na+] (sodium triacetoxyborohydride), C(C1=CC=CC=C1)C1CCNCC1 (4-benzylpiperidine), C(=O)C=C (acrolein). Reagents/catalysts: C1CCC2=NCCCN2CC1 (DBU). Solvent: C1CCOC1 (THF), C1CCOC1 (THF). Product: C(C1=CC=CC=C1)C1CCN(CC1)CCCNC1=CC=CC=C1 (N-[3-(4-benzyl-1-piperidinyl)propyl]aniline). The yield is 66.0%. As a reaction SMILES: [CH2:1]([CH:8]1[CH2:13][CH2:12][NH:11][CH2:10][CH2:9]1)[C:2]1[CH:7]=[CH:6][CH:5]=[CH:4][CH:3]=1.[CH:14]([CH:16]=[CH2:17])=O.[NH2:18][C:19]1[CH:24]=[CH:23][CH:22]=[CH:21][CH:20]=1.C(O[BH-](OC(=O)C)OC(=O)C)(=O)C.[Na+].[OH-].[Na+]>C1COCC1.C1CCN2C(=NCCC2)CC1>[CH2:1]([CH:8]1[CH2:13][CH2:12][N:11]([CH2:17][CH2:16][CH2:14][NH:18][C:19]2[CH:24]=[CH:23][CH:22]=[CH:21][CH:20]=2)[CH2:10][CH2:9]1)[C:2]1[CH:7]=[CH:6][CH:5]=[CH:4][CH:3]=1 |f:3.4,5.6|. Procedure: To a solution of 4-benzylpiperidine (52.58 g, 300 mmol), DBU (0.449 ml, 3.0 mmol) in THF (600 ml) was added dropwise a solution of acrolein (90%, 18.69 g, 300 mmol) in THF (60 ml) over a period of 10 minutes at −20° C. under stirring. While a temperature of the solution was elevated from −20° C. to −10° C., the solution was stirred 1 hour. To the solution were added at −10° C. aniline (27.94 g, 300 mmol) and sodium triacetoxyborohydride (127.16 g, 600 mmol), successively, and the mixture was sti... Starting materials: CN1CCCC1=O, N#Cc1cnc(Cl)nc1N, O, Nc1ccc(C(=O)NCCCn2ccnc2)cc1. Product: N#Cc1cnc(Nc2ccc(C(=O)NCCCn3ccnc3)cc2)nc1N. As a reaction SMILES: [CH3:29][N:30]1[CH2:31][CH2:32][CH2:33][C:34]1=[O:35].[NH2:1][c:2]1[n:3][c:4]([Cl:10])[n:5][cH:6][c:7]1[C:8]#[N:9].[OH2:36].[n:11]1([CH2:16][CH2:17][CH2:18][NH:19][C:20](=[O:21])[c:22]2[cH:23][cH:24][c:25]([NH2:26])[cH:27][cH:28]2)[cH:12][n:13][cH:14][cH:15]1>>[NH2:1][c:2]1[n:3][c:4]([NH:26][c:25]2[cH:24][cH:23][c:22]([C:20]([NH:19][CH2:18][CH2:17][CH2:16][n:11]3[cH:12][n:13][cH:14][cH:15]3)=[O:21])[cH:28][cH:27]2)[n:5][cH:6][c:7]1[C:8]#[N:9]. Starting materials: C(#N)C1=CC=C(C=C1)C1C(=C(N(C(N1CC(=O)O)=O)C1=CC(=CC=C1)C(F)(F)F)C)C(=O)C=1OC=CC1 ([6-(4-Cyanophenyl)-5-(2-furoyl)-4-methyl-2-oxo-3-[3-(trifluoromethyl)phenyl]-3,6-dihydropyrimidin-1(2H)-yl]acetic acid), C1(CCCCC1)N=C=NC1CCCCC1 (1,3-dicyclohexylcarbodiimide), C(#N)C1=CC=C(C=C1)S(=O)(=O)N (4-cyanobenzene-1-sulfonamide). Reagents/catalysts: CN(C1=CC=NC=C1)C (4-dimethylaminopyridine). Solvent: ClCCl (dichloromethane). Run at time 48 hour. Product: C(#N)C1=CC=C(C=C1)C1C(=C(N(C(N1CC(=O)NS(=O)(=O)C1=CC=C(C=C1)C#N)=O)C1=CC(=CC=C1)C(F)(F)F)C)C(=O)C=1OC=CC1 (2-[6-(4-Cyanophenyl)-5-(2-furoyl)-4-methyl-2-oxo-3-[3-(trifluoromethyl)phenyl]-3,6-dihydropyrimidin-1(2H)-yl]-N-[(4-cyanophenyl)sulfonyl]acetamide). As a reaction SMILES: [C:1]([C:3]1[CH:8]=[CH:7][C:6]([CH:9]2[N:14]([CH2:15][C:16]([OH:18])=O)[C:13](=[O:19])[N:12]([C:20]3[CH:25]=[CH:24][CH:23]=[C:22]([C:26]([F:29])([F:28])[F:27])[CH:21]=3)[C:11]([CH3:30])=[C:10]2[C:31]([C:33]2[O:34][CH:35]=[CH:36][CH:37]=2)=[O:32])=[CH:5][CH:4]=1)#[N:2].C1(N=C=NC2CCCCC2)CCCCC1.[C:53]([C:55]1[CH:60]=[CH:59][C:58]([S:61]([NH2:64])(=[O:63])=[O:62])=[CH:57][CH:56]=1)#[N:54]>CN(C)C1C=CN=CC=1.ClCCl>[C:1]([C:3]1[CH:8]=[CH:7][C:6]([CH:9]2[N:14]([CH2:15][C:16]([NH:64][S:61]([C:58]3[CH:57]=[CH:56][C:55]([C:53]#[N:54])=[CH:60][CH:59]=3)(=[O:62])=[O:63])=[O:18])[C:13](=[O:19])[N:12]([C:20]3[CH:25]=[CH:24][CH:23]=[C:22]([C:26]([F:27])([F:28])[F:29])[CH:21]=3)[C:11]([CH3:30])=[C:10]2[C:31]([C:33]2[O:34][CH:35]=[CH:36][CH:37]=2)=[O:32])=[CH:5][CH:4]=1)#[N:2]. Reported procedure: A mixture of [6-(4-cyanophenyl)-5-(2-furoyl)-4-methyl-2-oxo-3-[3-(trifluoromethyl)phenyl]-3,6-dihydropyrimidin-1(2H)-yl]acetic acid (Example 29A) (75 mg, 0.14 mmol), 1,3-dicyclohexylcarbodiimide (33 mg, 0.16 mmol), 4-cyanobenzene-1-sulfonamide (30 mg, 0.16 mmol) and 4-dimethylaminopyridine (20 mg, 0.16 mol) in dichloromethane (4 ml) is stirred for 48 hours. The product is extracted with dichloromethane, washed with 2 N hydrochloric acid and brine, dried over anhydrous magnesium sulfate, filtered... Reactants: C1(CCCCC1)C(C(=O)OCC)=O (ethyl cyclohexyloxoacetate), O (water), [OH-].[Na+] (NaOH), Cl (HCl). Run in CO (MeOH). Reaction conditions: temperature 60 celsius. The product is C1(CCCCC1)C(C(=O)O)=O (cyclohexylglyoxylic acid). Yield: 100.0%. RXN SMILES: [CH:1]1([C:7](=[O:13])[C:8]([O:10]CC)=[O:9])[CH2:6][CH2:5][CH2:4][CH2:3][CH2:2]1.O.[OH-].[Na+].Cl>CO>[CH:1]1([C:7](=[O:13])[C:8]([OH:10])=[O:9])[CH2:6][CH2:5][CH2:4][CH2:3][CH2:2]1 |f:2.3|. Procedure details: To a solution of ethyl cyclohexyloxoacetate (46 g) in MeOH (25 mL) was added water (60 mL) and NaOH (50% 20 mL) at 0-15° C. The reaction mixture was heated to 60° C. for 1.5 h. The reaction mixture was cooled with ice-water bath, and acidified with 15% HCl till pH 1. The mixture was extracted with ethyl acetate (2×250 mL). The extracts were washed with brine, dried with sodium sulfate. The drying agent was removed by filtration and the solvent was removed to give a low melting solid (39 g, 99%).... Reactants: Cc1ccccc1, ClP(Cl)(Cl)(Cl)Cl, O=C(O)CN1C(=O)c2ccc([N+](=O)[O-])cc2C1=O. Yields the product O=C(Cl)CN1C(=O)c2ccc([N+](=O)[O-])cc2C1=O. RXN SMILES: [CH3:25][c:26]1[cH:27][cH:28][cH:29][cH:30][cH:31]1.[Cl:19][P:20]([Cl:21])([Cl:22])([Cl:23])[Cl:24].[N+:1](=[O:2])([O-:3])[c:4]1[cH:5][c:6]2[c:7]([cH:17][cH:18]1)[C:8](=[O:9])[N:10]([CH2:13][C:14](=[O:15])[OH:16])[C:11]2=[O:12]>>[N+:1](=[O:2])([O-:3])[c:4]1[cH:5][c:6]2[c:7]([cH:17][cH:18]1)[C:8](=[O:9])[N:10]([CH2:13][C:14](=[O:15])[Cl:19])[C:11]2=[O:12]. Starting materials: CCOc1nc(C(F)(F)C(F)(F)F)cc(=O)n1-c1cc(O)c(Cl)cc1F, CCOCC, COCCOC(=O)Cl, c1ccncc1. Yields the product CCOc1nc(C(F)(F)C(F)(F)F)cc(=O)n1-c1cc(OC(=O)OCCOC)c(Cl)cc1F. Reaction SMILES: [CH2:1]([CH3:2])[O:3][c:4]1[n:5](-[c:18]2[c:19]([F:26])[cH:20][c:21]([Cl:25])[c:22]([OH:24])[cH:23]2)[c:6](=[O:17])[cH:7][c:8]([C:10]([C:11]([F:12])([F:13])[F:14])([F:15])[F:16])[n:9]1.[CH3:41][CH2:42][O:43][CH2:44][CH3:45].[Cl:27][C:28](=[O:29])[O:30][CH2:31][CH2:32][O:33][CH3:34].[cH:35]1[cH:36][cH:37][n:38][cH:39][cH:40]1>>[CH2:1]([CH3:2])[O:3][c:4]1[n:5](-[c:18]2[c:19]([F:26])[cH:20][c:21]([Cl:25])[c:22]([O:24][C:28](=[O:29])[O:30][CH2:31][CH2:32][O:33][CH3:34])[cH:23]2)[c:6](=[O:17])[cH:7][c:8]([C:10]([C:11]([F:12])([F:13])[F:14])([F:15])[F:16])[n:9]1.